Dataset: the Open Reaction Database (ORD), a public repository of structured organic reaction records. Task: describe an organic reaction: reactants, conditions, products, and yield Reactants: CC=1N(C2=CC=CC(=C2C1)C(F)(F)F)S(=O)(=O)C1=CC=CC=C1 (2-Methyl-1-(phenylsulfonyl)-4-(trifluoromethyl)-1H-indole), C(=O)([O-])[O-].[K+].[K+] (K2CO3). The solvent is CO.O (MeOH H2O). Yields the product CC=1NC2=CC=CC(=C2C1)C(F)(F)F (2-Methyl-4-(trifluoromethyl)-1H-indole). Isolated yield 138.7%. RXN SMILES: [CH3:1][C:2]1[N:3](S(C2C=CC=CC=2)(=O)=O)[C:4]2[C:9]([CH:10]=1)=[C:8]([C:11]([F:14])([F:13])[F:12])[CH:7]=[CH:6][CH:5]=2.C([O-])([O-])=O.[K+].[K+]>CO.O>[CH3:1][C:2]1[NH:3][C:4]2[C:9]([CH:10]=1)=[C:8]([C:11]([F:13])([F:12])[F:14])[CH:7]=[CH:6][CH:5]=2 |f:1.2.3,4.5|. Reported procedure: A mixture of 2-methyl-1-(phenylsulfonyl)-4-(trifluoromethyl)-1H-indole (13.5 g, 39.82 mmol; step C above) and K2CO3 (27.5 g) in MeOH/H2O (2:1, 300 mL) was heated at reflux temperature. After 14 h the mixture was cooled and concentrated in vacuo. The residue was partitioned between Et2O/H2O, the layers were separated and the aqueous layer was extracted with Et2O (×2). Combined organics were washed (H2O, brine), dried over Na2SO4, filtered and concentrated in vacuo. The residue was purified via co... Starting materials: [Al+3], CN(C)CCCCCC(=O)N1CCCc2ccccc21, [H-], [H-], [H-], [H-], [Li+], O. Product: CN(C)CCCCCCN1CCCc2ccccc21. As a reaction SMILES: [Al+3:22].[CH3:1][N:2]([CH2:3][CH2:4][CH2:5][CH2:6][CH2:7][C:8](=[O:9])[N:10]1[CH2:11][CH2:12][CH2:13][c:14]2[cH:15][cH:16][cH:17][cH:18][c:19]21)[CH3:20].[H-:21].[H-:24].[H-:25].[H-:26].[Li+:23].[OH2:27]>>[CH3:1][N:2]([CH2:3][CH2:4][CH2:5][CH2:6][CH2:7][CH2:8][N:10]1[CH2:11][CH2:12][CH2:13][c:14]2[cH:15][cH:16][cH:17][cH:18][c:19]21)[CH3:20]. The reactants are COc1cc(OCC(CO[Si](C)(C)C(C)(C)C)C(O[SiH](C)C)C(C)(C)C)c(C=O)cc1-c1cccs1, ClCCl, CO, ClCCN1CCOCC1, Cl. The product is COc1cc(OCCN2CCOCC2)c(C=O)cc1-c1cccs1. Reaction SMILES: [C:1]([Si:2]([CH3:3])([CH3:4])[O:5][CH2:6][CH:8]([CH:7]([C:26]([CH3:27])([CH3:28])[CH3:29])[O:30][SiH:31]([CH3:32])[CH3:33])[CH2:9][O:10][c:11]1[c:12]([CH:13]=[O:14])[cH:15][c:16](-[c:21]2[s:22][cH:23][cH:24][cH:25]2)[c:17]([O:19][CH3:20])[cH:18]1)([CH3:34])([CH3:35])[CH3:36].[CH2:47]([Cl:48])[Cl:49].[CH3:50][OH:51].[Cl:38][CH2:39][CH2:40][N:41]1[CH2:42][CH2:43][O:44][CH2:45][CH2:46]1.[ClH:37]>>[CH2:8]([CH2:9][O:10][c:11]1[c:12]([CH:13]=[O:14])[cH:15][c:16](-[c:21]2[s:22][cH:23][cH:24][cH:25]2)[c:17]([O:19][CH3:20])[cH:18]1)[N:41]1[CH2:42][CH2:43][O:44][CH2:45][CH2:46]1. Starting materials: C(C)NCC (diethylamine), O1C(C=C)C1 (3,4-epoxy-1-butene). Reagents/catalysts: [Pd].C1(=CC=CC=C1)P(C1=CC=CC=C1)C1=CC=CC=C1 (triphenylphosphine palladium(0)). Run in C1CCOC1 (THF). Conditions: time 36 hour. The product is C(C)N(CC)CC=CCO (4-(N,N-diethylamino)-2-buten-1-ol). Yield: 80.0%. Reaction SMILES: [CH2:1]([NH:3][CH2:4][CH3:5])[CH3:2].[O:6]1[CH2:10][CH:7]1[CH:8]=[CH2:9]>C1COCC1.[Pd].C1(P(C2C=CC=CC=2)C2C=CC=CC=2)C=CC=CC=1>[CH2:1]([N:3]([CH2:9][CH:8]=[CH:7][CH2:10][OH:6])[CH2:4][CH3:5])[CH3:2] |f:3.4|. Reported procedure: 0.4 g of polymer-bound triphenylphosphine palladium(0) from Aldrich Chemical Co., Inc., Milwaukee, Wisconsin, Catalogue No. 24815-0 was suspended in 20 ml of THF, followed by 1.42 ml (14.3 mmol) diethylamine and 1.15 ml (14.3 mmol) 3,4-epoxy-1-butene. The reaction mixture was stirred at room temperature for 36 hours. The catalyst was removed by filtration and the filtrate was concentrated by evaporation at reduced pressure. The residue was distilled at reduced pressure. The reaction resulted in ... Reactants: [N+](=O)([O-])C=1C=C(C=CC1)C12C(NC(C2C1)=O)=O (1-(3-nitrophenyl)-3-azabicyclo[3.1.0]hexane-2,4-dione), [H][H] (hydrogen). Reagents/catalysts: [Pd] (palladium/carbon). Run in C(C)O (ethanol), C(C)O (ethanol). The product is NC=1C=C(C=CC1)C12C(NC(C2C1)=O)=O (1-(3-Aminophenyl)-3-azabicyclo[3.1.0]hexane-2,4-dione). As a reaction SMILES: [N+:1]([C:4]1[CH:5]=[C:6]([C:10]23[CH2:15][CH:14]2[C:13](=[O:16])[NH:12][C:11]3=[O:17])[CH:7]=[CH:8][CH:9]=1)([O-])=O.[H][H]>C(O)C.[Pd]>[NH2:1][C:4]1[CH:5]=[C:6]([C:10]23[CH2:15][CH:14]2[C:13](=[O:16])[NH:12][C:11]3=[O:17])[CH:7]=[CH:8][CH:9]=1. Procedure: Following the procedure of Example 1, 600 mg of 1-(3-nitrophenyl)-3-azabicyclo[3.1.0]hexane-2,4-dione are dissolved in 30 ml of ethanol and reduction is carried out with hydrogen in the presence of 60 mg of 5% palladium/carbon. When the hydrogenation is complete, the mixture is diluted with ethanol and the catalyst is removed by filtration over HYFLO-Super-Cel®. The solvent is stripped off in vacuo and the residue is recrystallised from a mixture of ethyl acetate/petroleum ether, affording the t... The reactants are C=CCOCC(NC(=O)OCc1ccccc1)C(=O)OC, CCO, Cl, [Li+], [OH-]. Yields the product C=CCOCC(NC(=O)OCc1ccccc1)C(=O)O. Reaction SMILES: [CH3:1][O:2][C:3]([CH:4]([NH:5][C:6](=[O:7])[O:8][CH2:9][c:10]1[cH:11][cH:12][cH:13][cH:14][cH:15]1)[CH2:16][O:17][CH2:18][CH:19]=[CH2:20])=[O:21].[CH3:25][CH2:26][OH:27].[ClH:24].[Li+:22].[OH-:23]>>[O:2]=[C:3]([CH:4]([NH:5][C:6](=[O:7])[O:8][CH2:9][c:10]1[cH:11][cH:12][cH:13][cH:14][cH:15]1)[CH2:16][O:17][CH2:18][CH:19]=[CH2:20])[OH:21]. The reactants are N(=[N+]=[N-])CC(=O)C1=CC(=CC=C1)OC(F)(F)F (2-azido-1-(3-(trifluoromethoxy)phenyl)ethanone). The reagents and catalysts are [Pd] (palladium on carbon). Run in C(C)O (ethanol). Run at time 8 hour. Yields the product NCC(=O)C1=CC(=CC=C1)OC(F)(F)F (2-amino-1-(3-(trifluoromethoxy)phenyl)ethanone). Isolated yield 102.7%. Reaction SMILES: [N:1]([CH2:4][C:5]([C:7]1[CH:12]=[CH:11][CH:10]=[C:9]([O:13][C:14]([F:17])([F:16])[F:15])[CH:8]=1)=[O:6])=[N+]=[N-]>[Pd].C(O)C>[NH2:1][CH2:4][C:5]([C:7]1[CH:12]=[CH:11][CH:10]=[C:9]([O:13][C:14]([F:15])([F:16])[F:17])[CH:8]=1)=[O:6]. Reported procedure: Add palladium on carbon (720 mg, 10% Pd/C, 50% water by weight) to a nitrogen purged solution of 2-azido-1-(3-(trifluoromethoxy)phenyl)ethanone (1.70 g, 6.93 mmol) in ethanol (15 mL). Purge the flask with hydrogen (balloon). Stir at room temperature overnight. Filter the mixture over Celite®, rinse the Celite® with ethanol (3×30 mL), and concentrate the filtrate in vacuo to provide crude 2-amino-1-(3-(trifluoromethoxy)phenyl)ethanone (1.56 g, 88%). 1H NMR (DMSO-d6) δ 8.56 (br s, 2H), 8.07 (m, 1H...